Dataset: the Open Reaction Database (ORD), a public repository of structured organic reaction records. Task: describe an organic reaction: reactants, conditions, products, and yield Starting materials: [N+](=O)(O)[O-] (nitric acid), [Na+].[Na+].C1(=CC(=CC=C1)S(=O)(=O)[O-])S(=O)(=O)[O-] (1,3-benzenedisulfonic acid disodium salt), S(O)(O)(=O)=O (sulfuric acid), ice water, [OH-].[Ca+2].[OH-] (calcium hydroxide). The product is hexaphenyl ester, [Na+].[Na+].[N+](=O)([O-])C=1C=C(C=C(C1)S(=O)(=O)[O-])S(=O)(=O)[O-] (5-nitrobenzene-1,3-disulfonic acid disodium salt). RXN SMILES: [Na+:1].[Na+].[C:3]1([S:13]([O-:16])(=[O:15])=[O:14])[CH:8]=[CH:7][CH:6]=[C:5]([S:9]([O-:12])(=[O:11])=[O:10])[CH:4]=1.S(=O)(=O)(O)O.[N+:22]([O-])([OH:24])=[O:23].[OH-].[Ca+2].[OH-]>>[Na+:1].[Na+:1].[N+:22]([C:7]1[CH:8]=[C:3]([S:13]([O-:16])(=[O:15])=[O:14])[CH:4]=[C:5]([S:9]([O-:12])(=[O:11])=[O:10])[CH:6]=1)([O-:24])=[O:23] |f:0.1.2,5.6.7,8.9.10|. Procedure details: Additionally, the hexaphenyl ester intermediate compound of the invention is prepared by treating 1,3-benzenedisulfonic acid disodium salt with concentrated sulfuric acid at 80° C. then adding fuming nitric acid and heating at 85°-89° C. for four hours. The cooled mixture is added to ice-water, neutralized to pH 5-6 with calcium hydroxide and filtered. The aqueous mixture is adjusted to pH 10 with sodium carbonate and filtered. Evaporation of the filtrate produces a residue which is recrystalliz... The reactants are C(C)C1=CC(NC(=N1)C1=CC=CC=C1)=O (6-ethyl-2-phenyl-4(3H)-pyrimidinone), ClN1C(CCC1=O)=O (N-chlorosuccinimide), ice. Solvent: C(C)(=O)O (acetic acid). Yields the product ClC=1C(NC(=NC1CC)C1=CC=CC=C1)=O (5-chloro-6-ethyl-2-phenyl-4(3H)-pyrimidinone). Isolated yield 87.1%. Reaction SMILES: [CH2:1]([C:3]1[N:8]=[C:7]([C:9]2[CH:14]=[CH:13][CH:12]=[CH:11][CH:10]=2)[NH:6][C:5](=[O:15])[CH:4]=1)[CH3:2].[Cl:16]N1C(=O)CCC1=O>C(O)(=O)C>[Cl:16][C:4]1[C:5](=[O:15])[NH:6][C:7]([C:9]2[CH:14]=[CH:13][CH:12]=[CH:11][CH:10]=2)=[N:8][C:3]=1[CH2:1][CH3:2]. Procedure details: A stirred solution of 7.81 g (39.1 mmol) of 6-ethyl-2-phenyl-4(3H)-pyrimidinone and 5.80 g (43.4 mmol) of N-chlorosuccinimide in 100 mL of glacial acetic acid was heated at 90° C. for 4 h. The mixture was cooled, poured onto crushed ice and allowed to stand until the ice had melted. The mixture was filtered and the solid collected was washed with water and a little ether. The solid was dried in a vacuum oven at 50C to afford 7.99 g of 5-chloro-6-ethyl-2-phenyl-4(3H)-pyrimidinone (an intermediate...